From a dataset of the Open Reaction Database (ORD), a public repository of structured organic reaction records. describe an organic reaction: reactants, conditions, products, and yield The reactants are C(C)(=O)OCC1=C(N(C2=C1CN(CC2C)CC2=CC=CC=C2)CC2=CC=CC=C2)C2=CC=CC=C2 (3-Acetoxymethyl-1,5-dibenzyl-4,5,6,7-tetrahydro-7-methyl-2-phenyl-1H-pyrrolo[3,2-c]pyridine). Yields the product C(C1=CC=CC=C1)N1C(=C(C=2CN(CC(C21)C)CC2=CC=CC=C2)COC)C2=CC=CC=C2 (1,5-Dibenzyl-4,5,6,7-tetrahydro-3-methoxymethyl-7-methyl-2-phenyl-1H-pyrrolo[3,2-c]pyridine). Reported procedure: 3-Acetoxymethyl-1,5-dibenzyl-4,5,6,7-tetrahydro-7-methyl-2-phenyl-1H-pyrrolo[3,2-c]pyridine (200 mg), prepared according to Example 16, was dissolved in methanol (10 ml) by briefly warming. On cooling, the title compound wasobtained as white needles, 125 mg. M.pt. 140°-1° C (Found: C,82.5; H, 7.5; N, 6.4. C30H32N2O requires: C, 82.5; H, 7.4; N, 6.4%). Reaction SMILES: [C:1]([O:4][CH2:5][C:6]1[C:10]2[CH2:11][N:12]([CH2:16][C:17]3[CH:22]=[CH:21][CH:20]=[CH:19][CH:18]=3)[CH2:13][CH:14]([CH3:15])[C:9]=2[N:8]([CH2:23][C:24]2[CH:29]=[CH:28][CH:27]=[CH:26][CH:25]=2)[C:7]=1[C:30]1[CH:35]=[CH:34][CH:33]=[CH:32][CH:31]=1)(=O)C>CO>[CH2:23]([N:8]1[C:9]2[CH:14]([CH3:15])[CH2:13][N:12]([CH2:16][C:17]3[CH:18]=[CH:19][CH:20]=[CH:21][CH:22]=3)[CH2:11][C:10]=2[C:6]([CH2:5][O:4][CH3:1])=[C:7]1[C:30]1[CH:31]=[CH:32][CH:33]=[CH:34][CH:35]=1)[C:24]1[CH:25]=[CH:26][CH:27]=[CH:28][CH:29]=1. Run in CO (methanol). Reactants: CS(=O)C (dimethyl sulfoxide), C(C(=O)Cl)(=O)Cl (oxalyl chloride), O (Water), propylamino, C(C)(C)N(CC#CCCCO)C(C)C (6-diisopropylaminohex-4-yn-1-ol). Solvent: C(Cl)Cl (CH2Cl2), C(Cl)Cl (CH2Cl2), C(Cl)Cl (CH2Cl2), C(Cl)(Cl)Cl (chloroform). Reaction conditions: time 1 hour. Yields the product C(C)(C)N(CC#CCCC=O)C(C)C (6-Diisopropylaminohex-4-ynal). Isolated yield 45.0%. As a reaction SMILES: CS(C)=O.C(Cl)(=O)C(Cl)=O.[CH:11]([N:14]([CH:22]([CH3:24])[CH3:23])[CH2:15][C:16]#[C:17][CH2:18][CH2:19][CH2:20][OH:21])([CH3:13])[CH3:12].O>C(Cl)Cl.C(Cl)(Cl)Cl>[CH:22]([N:14]([CH:11]([CH3:13])[CH3:12])[CH2:15][C:16]#[C:17][CH2:18][CH2:19][CH:20]=[O:21])([CH3:24])[CH3:23]. Procedure: A solution of dimethyl sulfoxide (25.1 ml, 353 mmol) in CH2Cl2 (75 ml) was added to a stirred solution of oxalyl chloride (14.75 ml, 169 mmol) in CH2Cl2 (370 ml) at -60° C. The reaction mixture was stirred for 1 hour and a propylamino-solution of 6-diisopropylaminohex-4-yn-1-ol (29.07 g, 147.5 mmol) in CH2Cl2 (150 ml) was added and the reaction mixture was stirred for 90 minutes and then allowed to warm to room temperature. Water (200 ml) was then added and the aqueous layer was reextracted with...